describe an organic reaction: reactants, conditions, products, and yield From a dataset of the Open Reaction Database (ORD), a public repository of structured organic reaction records. The reactants are N1CCC2=CC=CC=C12 (indoline), BrCCCCCCC (1-bromoheptane), C([O-])([O-])=O.[K+].[K+] (potassium carbonate), CN(C=O)C (N,N-dimethylformamide). Solvent: C1(=CC=CC=C1)C (toluene). Conditions: temperature 100 celsius, time 3 day. Product: C(CCCCCC)N1CCC2=CC=CC=C12 (1-heptyl-2,3-dihydro-1H-indole). As a reaction SMILES: [NH:1]1[C:9]2[C:4](=[CH:5][CH:6]=[CH:7][CH:8]=2)[CH2:3][CH2:2]1.Br[CH2:11][CH2:12][CH2:13][CH2:14][CH2:15][CH2:16][CH3:17].C(=O)([O-])[O-].[K+].[K+].CN(C)C=O>C1(C)C=CC=CC=1>[CH2:11]([N:1]1[C:9]2[C:4](=[CH:5][CH:6]=[CH:7][CH:8]=2)[CH2:3][CH2:2]1)[CH2:12][CH2:13][CH2:14][CH2:15][CH2:16][CH3:17] |f:2.3.4|. Procedure: A mixture of indoline (17 parts), 1-bromoheptane (31 parts), potassium carbonate (24 parts) and N,N-dimethylformamide (30 parts) was stirred at 100° C. for 3 days. The cooled mixture was diluted with toluene, washed with water (×4), dried (MgSO4) and evaporated to leave 1-heptyl-2,3-dihydro-1H-indole (30 parts). The reactants are C=CCN, CN(C)C(C(N)=S)c1ccccn1. Reaction SMILES: [CH2:14]([CH:15]=[CH2:16])[NH2:17].[CH3:1][N:2]([CH:3]([C:4](=[S:5])[NH2:6])[c:7]1[n:8][cH:9][cH:10][cH:11][cH:12]1)[CH3:13]>>[CH3:1][N:2]([CH:3]([C:4](=[S:5])[NH:6][CH2:16][CH:15]=[CH2:14])[c:7]1[n:8][cH:9][cH:10][cH:11][cH:12]1)[CH3:13]. Yields the product C=CCNC(=S)C(c1ccccn1)N(C)C. Starting materials: Cc1ccccc1, C=C(Cl)CCl, O=C1CCCCC1, O, [Zn]. Product: C=C(Cl)CC1(O)CCCCC1. RXN SMILES: [CH3:13][c:14]1[cH:15][cH:16][cH:17][cH:18][cH:19]1.[Cl:1][C:2](=[CH2:3])[CH2:4][Cl:5].[O:6]=[C:7]1[CH2:8][CH2:9][CH2:10][CH2:11][CH2:12]1.[OH2:21].[Zn:20]>>[Cl:1][C:2](=[CH2:3])[CH2:4][C:7]1([OH:6])[CH2:8][CH2:9][CH2:10][CH2:11][CH2:12]1. Reactants: O=C([O-])[O-], CS(C)=O, Cc1ccc(-c2nc(C)c(C)cc2O)nc1, COc1cc2ncnc(Cl)c2cc1OC, [Cs+], [Cs+], O. The product is COc1cc2ncnc(Oc3cc(C)c(C)nc3-c3ccc(C)cn3)c2cc1OC. As a reaction SMILES: [C:36](=[O:37])([O-:38])[O-:39].[CH3:1][S:2](=[O:3])[CH3:4].[CH3:5][c:6]1[cH:7][c:8]([OH:20])[c:9](-[c:13]2[n:14][cH:15][c:16]([CH3:19])[cH:17][cH:18]2)[n:10][c:11]1[CH3:12].[Cl:21][c:22]1[n:23][cH:24][n:25][c:26]2[cH:27][c:28]([O:34][CH3:35])[c:29]([O:32][CH3:33])[cH:30][c:31]12.[Cs+:40].[Cs+:41].[OH2:42]>>[CH3:5][c:6]1[cH:7][c:8]([O:20][c:22]2[n:23][cH:24][n:25][c:26]3[cH:27][c:28]([O:34][CH3:35])[c:29]([O:32][CH3:33])[cH:30][c:31]23)[c:9](-[c:13]2[n:14][cH:15][c:16]([CH3:19])[cH:17][cH:18]2)[n:10][c:11]1[CH3:12]. The reactants are CO (methanol), C([O-])(O)=O.[Na+] (sodium bicarbonate), [N+](=[N-])=C1C(N(N=C1C1=C(C=CC=C1)F)C1=C(C=CC=C1)F)=O (4-diazo-2,5-bis(2-fluorophenyl)-2,4-dihydro-3H-pyrazol-3-one), C1(=CC=CC=C1)P(C1=CC=CC=C1)C1=CC=CC=C1 (triphenylphosphine). Solvent: O (water), [Cl-].[Na+].O (brine), C(C)#N (acetonitrile). Conditions: time 30 minute. The product is FC1=C(C=CC=C1)N1N=C(C(C1=O)=NN)C1=C(C=CC=C1)F (1,3-bis(2-fluorophenyl)-1H-pyrazole-4,5-dione 4-hydrazone). RXN SMILES: [N+:1](=[C:3]1[C:7]([C:8]2[CH:13]=[CH:12][CH:11]=[CH:10][C:9]=2[F:14])=[N:6][N:5]([C:15]2[CH:20]=[CH:19][CH:18]=[CH:17][C:16]=2[F:21])[C:4]1=[O:22])=[N-:2].C1(P(C2C=CC=CC=2)C2C=CC=CC=2)C=CC=CC=1.CO.C(=O)(O)[O-].[Na+]>C(#N)C.[Cl-].[Na+].O.O>[F:21][C:16]1[CH:17]=[CH:18][CH:19]=[CH:20][C:15]=1[N:5]1[C:4](=[O:22])[C:3](=[N:1][NH2:2])[C:7]([C:8]2[CH:13]=[CH:12][CH:11]=[CH:10][C:9]=2[F:14])=[N:6]1 |f:3.4,6.7.8|. Procedure details: 4-Diazo-2,5-bis(2-fluorophenyl)-2,4-dihydro-3H-pyrazol-3-one [(Example 18, Step 2) 213 mg, 0.714 mmol] was dissolved in acetonitrile (10 mL) and treated with triphenylphosphine (225 mg, 0.857 mmol, 1.2 equiv). After stirring for 30 minutes at ambient temperature, the mixture was treated with methanol (5 mL) and water (5 mL) and warmed to 60° C. for 1 hour. The mixture was cooled to ambient temperature, poured into brine (50 mL) and sodium bicarbonate (20 mL, aqueous saturated) and extracted with... Starting materials: [Na+].C(C)(=O)OC1=CC2=CC(=CC=C2C=C1OC(C)=O)S(=O)(=O)[O-] (2,3-diacetoxy-7-naphthalenesulfonic acid sodium salt), S(=O)(Cl)Cl (thionyl chloride), cream-colored product. Solvent: petroleum ether, CN(C)C=O (DMF). The product is C(C)(=O)OC1=CC2=CC(=CC=C2C=C1OC(C)=O)S(=O)(=O)Cl (2,3-diacetoxy-7-naphthalenesulfonyl chloride). RXN SMILES: [Na+].[C:2]([O:5][C:6]1[C:15]([O:16][C:17](=[O:19])[CH3:18])=[CH:14][C:13]2[C:8](=[CH:9][C:10]([S:20]([O-:23])(=O)=[O:21])=[CH:11][CH:12]=2)[CH:7]=1)(=[O:4])[CH3:3].S(Cl)([Cl:26])=O>CN(C=O)C>[C:2]([O:5][C:6]1[C:15]([O:16][C:17](=[O:19])[CH3:18])=[CH:14][C:13]2[C:8](=[CH:9][C:10]([S:20]([Cl:26])(=[O:23])=[O:21])=[CH:11][CH:12]=2)[CH:7]=1)(=[O:4])[CH3:3] |f:0.1|. Reported procedure: A mixture of 14.4 g. (0.0416 mole) of 2,3-diacetoxy-7-naphthalenesulfonic acid sodium salt, 150 ml. of thionyl chloride and 1 ml. of DMF was stirred 1 hr. at room temperature and 1 hr. at reflux, cooled to room temperature and poured into 1 l. of petroleum ether. The solid was collected, washed with petroleum ether and dried to give 11.3 g. (79.9%) of cream-colored product, m.p. 158°-167° C. Reaction SMILES: Cl[C:2]1[N:7]=[CH:6][C:5]([C:8]([N:10]2[CH2:15][CH2:14][N:13]([CH3:16])[CH2:12][CH2:11]2)=[O:9])=[CH:4][CH:3]=1.[NH2:17][C:18]1[C:19](=[O:26])[N:20]([CH3:25])[CH:21]=[C:22]([Br:24])[CH:23]=1.[Na]>CN(C)C=O>[Br:24][C:22]1[CH:23]=[C:18]([NH:17][C:2]2[CH:3]=[CH:4][C:5]([C:8]([N:10]3[CH2:15][CH2:14][N:13]([CH3:16])[CH2:12][CH2:11]3)=[O:9])=[CH:6][N:7]=2)[C:19](=[O:26])[N:20]([CH3:25])[CH:21]=1 |^1:26|. Procedure: To a solution of (6-Chloro-pyridin-3-yl)-(4-methyl-piperazin-1-yl)-methanone (2.00 g, 7.46 mmol) in 10 mL dimethylformamide was added 3-Amino-5-bromo-1-methyl-1H-pyridin-2-one (1.80 g, 8.95 mmol) and sodium hydiride (537 mg, 22.4 mmol). After stirring for 18 hours, this was quenched with water. This was extracted with ethylacetate. The ethylacetate layer was dried over anhydrous sodium sulfate, concentrated in vacuo, and purified by flash chromatography (gradient elution 0 to 5% methanol/dichlor... The product is BrC=1C=C(C(N(C1)C)=O)NC1=NC=C(C=C1)C(=O)N1CCN(CC1)C (5-Bromo-1-methyl-3-[5-(4-methyl-piperazine-1-carbonyl)-pyridin-2-ylamino]-1H-pyridin-2-one). The reactants are ClC1=CC=C(C=N1)C(=O)N1CCN(CC1)C ((6-Chloro-pyridin-3-yl)-(4-methyl-piperazin-1-yl)-methanone), NC=1C(N(C=C(C1)Br)C)=O (3-Amino-5-bromo-1-methyl-1H-pyridin-2-one), [Na] (sodium). Reaction conditions: time 18 hour. The yield is 26.0%. Solvent: CN(C=O)C (dimethylformamide). The reactants are Cl.Cl.C1=C2[C@@H]3[C@H](CN4C2=C(C=C1)CC4)CNC3 ((±)-cis-4,5,7,7a,8,9,10,10a-octahydrodipyrrolo[3,4-c:3′,2′,1′-ij]quinoline, bis-hydrochloride salt), C=O (formaldehyde), C(C)(=O)O[BH-](OC(C)=O)OC(C)=O.[Na+] (sodium triacetoxyborohydride), Cl (HCl). The solvent is ClCCCl (1,2-dichloroethane), CCOCC (ether), CCOCC (ether). Reaction conditions: time 1 hour. Product: Cl.Cl.CN1C[C@H]2CN3C4=C(C=CC=C4[C@H]2C1)CC3 ((±)-cis-9-methyl-4,5,7,7a,8,9,10,10a-octahydrodipyrrolo[3,4-c:3′,2′,1′-ij]quinoline, bis-hydrochloride salt). The yield is 99.5%. RXN SMILES: [ClH:1].Cl.[CH:3]1[CH:12]=[CH:11][C:10]2[CH2:13][CH2:14][N:8]3[C:9]=2[C:4]=1[C@H:5]1[CH2:17][NH:16][CH2:15][C@H:6]1[CH2:7]3.C=O.[C:20](O[BH-](OC(=O)C)OC(=O)C)(=O)C.[Na+].Cl>ClCCCl.CCOCC>[ClH:1].[ClH:1].[CH3:20][N:16]1[CH2:17][C@H:5]2[C@H:6]([CH2:7][N:8]3[CH2:14][CH2:13][C:10]4[CH:11]=[CH:12][CH:3]=[C:4]2[C:9]3=4)[CH2:15]1 |f:0.1.2,4.5,9.10.11|. Procedure: To a solution of (±)-cis-4,5,7,7a,8,9,10,10a-octahydrodipyrrolo[3,4-c:3′,2′,1′-ij]quinoline free base from EXAMPLE 109 (140 mg, 0.70 mmol) in 10 mL of 1,2-dichloroethane was added 37% aqueous formaldehyde (0.125 mL, 1.4 mmol) and sodium triacetoxyborohydride (0.45 g, 2.1 mmol). The resulting mixture was stirred at ambient temperature for 1 h and then the reaction was quenched with water. The mixture was partitioned between chloroform and saturated aqueous sodium carbonate. The organics were wash...